From a dataset of the Open Reaction Database (ORD), a public repository of structured organic reaction records. describe an organic reaction: reactants, conditions, products, and yield Reactants: N=1C=NC=2C=CC=CC2C1, O=C(O)C1CCCCC1. Reagents/catalysts: O=S(=O)(O)OOS(=O)(=O)O.N. Solvent: O, O=S(C)C. Reaction conditions: temperature 40 celsius, time 16 hour. The product is N=1C=NC(=C2C=CC=CC12)C3CCCCC3. Yield: 77.0%.